Dataset: the Open Reaction Database (ORD), a public repository of structured organic reaction records. Task: describe an organic reaction: reactants, conditions, products, and yield Reactants: C(C)N(C(C)C)C(C)C (N-ethyl-N-isopropylpropan-2-amine), OCC1=CC2=C(C=3N(C(N2)=O)C=CC3)N=C1 (3-(hydroxymethyl)pyrido[2,3-e]pyrrolo[1,2-c]pyrimidin-6(5H)-one), FC=1C=C(C(=O)NCC)C=CC1N1CCNCC1 (3-fluoro-N-ethyl-4-(piperazin-1-yl)benzamide), [I-].C(#N)C[P+](C)(C)C ((cyanomethyl)trimethylphosphonium iodide). Solvent: C(CC)#N (Propiononitrile). Conditions: temperature 95 celsius, time 15 hour. Product: C(C)NC(C1=CC(=C(C=C1)N1CCN(CC1)CC1=CC2=C(C=3N(C(N2)=O)C=CC3)N=C1)F)=O (N-ethyl-3-fluoro-4-(4-((6-oxo-5,6-dihydropyrido[2,3-e]pyrrolo[1,2-c]pyrimidin-3-yl)methyl)piperazin-1-yl)benzamide). Isolated yield 100.0%. As a reaction SMILES: O[CH2:2][C:3]1[CH:16]=[N:15][C:6]2[C:7]3[N:8]([CH:12]=[CH:13][CH:14]=3)[C:9](=[O:11])[NH:10][C:5]=2[CH:4]=1.[F:17][C:18]1[CH:19]=[C:20]([CH:26]=[CH:27][C:28]=1[N:29]1[CH2:34][CH2:33][NH:32][CH2:31][CH2:30]1)[C:21]([NH:23][CH2:24][CH3:25])=[O:22].[I-].C(C[P+](C)(C)C)#N.C(N(C(C)C)C(C)C)C>C(#N)CC>[CH2:24]([NH:23][C:21](=[O:22])[C:20]1[CH:26]=[CH:27][C:28]([N:29]2[CH2:34][CH2:33][N:32]([CH2:2][C:3]3[CH:16]=[N:15][C:6]4[C:7]5[N:8]([CH:12]=[CH:13][CH:14]=5)[C:9](=[O:11])[NH:10][C:5]=4[CH:4]=3)[CH2:31][CH2:30]2)=[C:18]([F:17])[CH:19]=1)[CH3:25] |f:2.3|. Reported procedure: To a suspension of 3-(hydroxymethyl)pyrido[2,3-e]pyrrolo[1,2-c]pyrimidin-6(5H)-one (47.50 mg, 0.221 mmol), 3-fluoro-N-ethyl-4-(piperazin-1-yl)benzamide (69.3 mg, 0.276 mmol) and (cyanomethyl)trimethylphosphonium iodide (86 mg, 0.353 mmol) in Propiononitrile (Volume: 1.00 mL) was added N-ethyl-N-isopropylpropan-2-amine (0.192 mL, 1.104 mmol) at 23° C. The reaction was stirred at 95° C. for 15 hr. The suspension was cooled to 23° C., concentrated via rotary evaporation, re-constituted in ACN (2.0 ... Reactants: BrC1=CC=C(O[C@@H](C(C#CC=2C=NC=CC2)O)C)C=C1 ((3RS,4R)-4-(4-bromophenoxy)-1-pyridin-3-yl-pent-1-yn-3-ol). Reagents/catalysts: [Rh] (rhodium). The solvent is C(C)(=O)OCC (ethyl acetate). The product is BrC1=CC=C(O[C@@H]([C@H](CCC=2C=NC=CC2)O)C)C=C1 ((3S,4R)-4-(4-Bromophenoxy)-1-pyridin-3-yl-pentan-3-ol). Reaction SMILES: [Br:1][C:2]1[CH:20]=[CH:19][C:5]([O:6][C@H:7]([CH3:18])[CH:8]([OH:17])[C:9]#[C:10][C:11]2[CH:12]=[N:13][CH:14]=[CH:15][CH:16]=2)=[CH:4][CH:3]=1>C(OCC)(=O)C.[Rh]>[Br:1][C:2]1[CH:3]=[CH:4][C:5]([O:6][C@H:7]([CH3:18])[C@@H:8]([OH:17])[CH2:9][CH2:10][C:11]2[CH:12]=[N:13][CH:14]=[CH:15][CH:16]=2)=[CH:19][CH:20]=1. Procedure details: Prepared according to the method described in Example 1d) from (3RS,4R)-4-(4-bromophenoxy)-1-pyridin-3-yl-pent-1-yn-3-ol (5.93 g, Example 4c)) and 5% rhodium on charcoal (2.0 g) in ethyl acetate (100 ml) to give the sub-title compound as an oil and as a 4:1 mixture of diastereomers (5.6 g). The diastereomers were separated using normal-phase HPLC eluting with 3% isopropyl alcohol in dichloromethane to give (2S, 3R)-2-(4-bromophenoxy)-5-pyridin-3-yl-pentan-3-ol as the majordiastereomer (3.21 g) a... Starting materials: solution, OC1=CC=C(NC2=C(C(=O)NOCC3=CC=CC=C3)C=C(C(=C2)F)F)C=C1 (2-(4-hydroxyanilino)-N-benzyloxy-4,5-difluoro-benzamide), ice water, C(=O)(Cl)Cl (phosgene), C1(=CC=CC=C1)C (toluene). Run in O1CCOCC1 (dioxane). Yields the product OC1=CC=C(C=C1)N1C(N(C(C2=CC(=C(C=C12)F)F)=O)OCC1=CC=CC=C1)=O (1-(4-Hydroxyphenyl)-3-benzyloxy-6,7-difluoro-1H-quinazoline-2,4-dione). Reaction SMILES: [C:1](Cl)(Cl)=[O:2].C1(C)C=CC=CC=1.[OH:12][C:13]1[CH:38]=[CH:37][C:16]([NH:17][C:18]2[CH:34]=[C:33]([F:35])[C:32]([F:36])=[CH:31][C:19]=2[C:20]([NH:22][O:23][CH2:24][C:25]2[CH:30]=[CH:29][CH:28]=[CH:27][CH:26]=2)=[O:21])=[CH:15][CH:14]=1>O1CCOCC1>[OH:12][C:13]1[CH:38]=[CH:37][C:16]([N:17]2[C:18]3[C:19](=[CH:31][C:32]([F:36])=[C:33]([F:35])[CH:34]=3)[C:20](=[O:21])[N:22]([O:23][CH2:24][C:25]3[CH:26]=[CH:27][CH:28]=[CH:29][CH:30]=3)[C:1]2=[O:2])=[CH:15][CH:14]=1. Procedure details: A 2N solution of phosgene in toluene (2.5 mL, 5 mmol) was added to a solution of crude 2-(4-hydroxyanilino)-N-benzyloxy-4,5-difluoro-benzamide (Example I-1, 0.35 g, 0.95 mmol) in 20 mL of dioxane. The solution was heated at reflux for 2 hours, cooled down to room temperature and poured into ice water, and extracted with ethyl acetate (3×30 mL). Combined extracts were washed with water, brine, and dried over sodium sulfate to give 0.065 g of the title product as a solid. The reactants are O=C1OC2(CCN(C(=O)C3(c4ccc(Br)cc4)CC3)C2)c2ccccc21, O=C([O-])[O-], CN(C)C=O, C=Cc1ccncc1, [K+], [K+]. Yields the product O=C1OC2(CCN(C(=O)C3(c4ccc(C=Cc5ccncc5)cc4)CC3)C2)c2ccccc21. Reaction SMILES: [Br:1][c:2]1[cH:3][cH:4][c:5]([C:8]2([C:11](=[O:12])[N:13]3[CH2:14][C:15]4([O:16][C:17](=[O:24])[c:18]5[c:19]4[cH:20][cH:21][cH:22][cH:23]5)[CH2:25][CH2:26]3)[CH2:9][CH2:10]2)[cH:6][cH:7]1.[C:35](=[O:36])([O-:37])[O-:38].[CH3:41][N:42]([CH3:43])[CH:44]=[O:45].[CH:27](=[CH2:28])[c:29]1[cH:30][cH:31][n:32][cH:33][cH:34]1.[K+:39].[K+:40]>>[c:2]1([CH:28]=[CH:27][c:29]2[cH:30][cH:31][n:32][cH:33][cH:34]2)[cH:3][cH:4][c:5]([C:8]2([C:11](=[O:12])[N:13]3[CH2:14][C:15]4([O:16][C:17](=[O:24])[c:18]5[c:19]4[cH:20][cH:21][cH:22][cH:23]5)[CH2:25][CH2:26]3)[CH2:9][CH2:10]2)[cH:6][cH:7]1. Procedure: A mixture of 6-methylnicotinonitrile (4.15 g) and 3-chloroperbenzoic acid (8.3 g) in dichloromethane (200 ml) was stirred under an argon atomosphere at room temperature for 16h. The dichloromethane was evaporated under reduced pressure and the residue purified by flash column chromatography on silica (K60), using ethyl acetate and then methanol: dichloromethane (1:9 by volume) as eluting solvent to give 5-cyano-2-methylpyridine-1-oxide, mp 133.5°. Reaction SMILES: [CH3:1][C:2]1[CH:9]=[CH:8][C:5]([C:6]#[N:7])=[CH:4][N:3]=1.ClC1C=CC=C(C(OO)=[O:18])C=1>ClCCl>[C:6]([C:5]1[CH:8]=[CH:9][C:2]([CH3:1])=[N+:3]([O-:18])[CH:4]=1)#[N:7]. The solvent is ClCCl (dichloromethane). Run at time 16 hour. The product is C(#N)C=1C=CC(=[N+](C1)[O-])C (5-cyano-2-methylpyridine-1-oxide). Reactants: CC1=NC=C(C#N)C=C1 (6-methylnicotinonitrile), ClC1=CC(=CC=C1)C(=O)OO (3-chloroperbenzoic acid).